This data is from the Open Reaction Database (ORD), a public repository of structured organic reaction records. The task is: describe an organic reaction: reactants, conditions, products, and yield Starting materials: BrC1=NC(=CC=C1)F (2-bromo-6-fluoropyridine), CN(C)C=O (DMF), FC=1C=C(C=CC1)CO ((3-fluorophenyl)methanol), C([O-])([O-])=O.[Cs+].[Cs+] (cesium carbonate). Solvent: C(C)(=O)OCC (ethyl acetate). Run at temperature 95 celsius, time 6 hour. The product is BrC1=NC(=CC=C1)OCC1=CC(=CC=C1)F (2-bromo-6-(3-fluorobenzyloxy)pyridine). Isolated yield 55.3%. RXN SMILES: [Br:1][C:2]1[CH:7]=[CH:6][CH:5]=[C:4](F)[N:3]=1.CN(C=O)C.[F:14][C:15]1[CH:16]=[C:17]([CH2:21][OH:22])[CH:18]=[CH:19][CH:20]=1.C(=O)([O-])[O-].[Cs+].[Cs+]>C(OCC)(=O)C>[Br:1][C:2]1[CH:7]=[CH:6][CH:5]=[C:4]([O:22][CH2:21][C:17]2[CH:18]=[CH:19][CH:20]=[C:15]([F:14])[CH:16]=2)[N:3]=1 |f:3.4.5|. Reported procedure: To 2-bromo-6-fluoropyridine (176 mg, 1.000 mmol) was added DMF (1.5 ml) and (3-fluorophenyl)methanol (139 mg, 1.100 mmol) and cesium carbonate (391 mg, 1.200 mmol), and the resulting mixture reaction mixture was stirred at 95° C. for 6 hr, as the progress of the reaction mixture was followed by LCMS. The reaction mixture was cooled to room temperature, diluted with 120 ml of ethyl acetate, washed with saturated sodium bicarbonate (1×), water (1×), saturated salt solution (1×), dried over sodium ... The reactants are C(C)(=O)[O-].[Na+] (sodium acetate), Cl.CON (O-methylhydroxylamine hydrochloride), ClC1=C(COC2=CC3=C(C(CO3)=O)C=C2)C=CC(=C1)Cl (6-(2,4-dichlorobenzyloxy)benzofuran-3(2H)-one). Run in CO (MeOH). Product: ClC1=C(COC2=CC3=C(C(CO3)=NOC)C=C2)C=CC(=C1)Cl (6-((2,4-Dichlorobenzyl)oxy)-N-methoxy-1-benzofuran-3(2H)-imine). Isolated yield 56.7%. As a reaction SMILES: [Cl:1][C:2]1[CH:19]=[C:18]([Cl:20])[CH:17]=[CH:16][C:3]=1[CH2:4][O:5][C:6]1[CH:15]=[CH:14][C:9]2[C:10](=O)[CH2:11][O:12][C:8]=2[CH:7]=1.C([O-])(=O)C.[Na+].Cl.[CH3:27][O:28][NH2:29]>CO>[Cl:1][C:2]1[CH:19]=[C:18]([Cl:20])[CH:17]=[CH:16][C:3]=1[CH2:4][O:5][C:6]1[CH:15]=[CH:14][C:9]2[C:10](=[N:29][O:28][CH3:27])[CH2:11][O:12][C:8]=2[CH:7]=1 |f:1.2,3.4|. Reported procedure: To a mixture of 6-(2,4-dichlorobenzyloxy)benzofuran-3(2H)-one (2.0 g) in MeOH (20 mL) were added sodium acetate (0.531 g) and O-methylhydroxylamine hydrochloride (0.540 g). The mixture was refluxed overnight. After cooling, the mixture was concentrated. The residue was washed with water and EtOAc to give the title compound (1.24 g). Reactants: C1(CCCCCC1)OC1=CC=CC(=N1)C(=O)OC (methyl 6-(cycloheptyloxy)picolinate), CC#N (CH3CN). Yields the product C1(CCCCCC1)OC1=CC=CC(=N1)C(CC#N)=O (3-(6-(cycloheptyloxy)pyridin-2-yl)-3-oxopropanenitrile). RXN SMILES: [CH:1]1([O:8][C:9]2[N:14]=[C:13]([C:15]([O:17]C)=O)[CH:12]=[CH:11][CH:10]=2)[CH2:7][CH2:6][CH2:5][CH2:4][CH2:3][CH2:2]1.[CH3:19][C:20]#[N:21]>>[CH:1]1([O:8][C:9]2[N:14]=[C:13]([C:15](=[O:17])[CH2:19][C:20]#[N:21])[CH:12]=[CH:11][CH:10]=2)[CH2:2][CH2:3][CH2:4][CH2:5][CH2:6][CH2:7]1. Procedure details: CH3CN addition to methyl 6-(cycloheptyloxy)picolinate following the method described in Example 6 gave 3-(6-(cycloheptyloxy)pyridin-2-yl)-3-oxopropanenitrile as a yellow oil which was used in the next step without further purification. Yield (1.29 g, quant.). Reactants: C[Si](C)(C)CCOCn1cc(C(=O)NC2CCCCC2)c2nc(Oc3ccccc3)cnc21, ClCCl, O=C(O)C(F)(F)F. Product: O=C(NC1CCCCC1)c1c[nH]c2ncc(Oc3ccccc3)nc12. Reaction SMILES: [CH:1]1([NH:7][C:8](=[O:9])[c:10]2[cH:11][n:12]([CH2:26][O:27][CH2:28][CH2:29][Si:30]([CH3:31])([CH3:32])[CH3:33])[c:13]3[n:14][cH:15][c:16]([O:19][c:20]4[cH:21][cH:22][cH:23][cH:24][cH:25]4)[n:17][c:18]23)[CH2:2][CH2:3][CH2:4][CH2:5][CH2:6]1.[Cl:41][CH2:42][Cl:43].[OH:34][C:35]([C:36]([F:37])([F:38])[F:39])=[O:40]>>[CH:1]1([NH:7][C:8](=[O:9])[c:10]2[cH:11][nH:12][c:13]3[n:14][cH:15][c:16]([O:19][c:20]4[cH:21][cH:22][cH:23][cH:24][cH:25]4)[n:17][c:18]23)[CH2:2][CH2:3][CH2:4][CH2:5][CH2:6]1. The reactants are COC1=CC=C(C=C1)C(=NO)C1=CC=C(C=C1)OC (Bis-(4-methoxy-phenyl)-methanone oxime), C(C)(=O)[O-].[NH4+] (Ammonium acetate), C(C)(=O)OCC (ethyl acetate). Reagents/catalysts: [Zn] (zinc). Solvent: N (ammonia), C(C)O (ethanol). Run at temperature 50 celsius. Product: COC1=CC=C(C=C1)C(C1=CC=C(C=C1)OC)N (C,C-Bis-(4-methoxy-phenyl)-methylamine). Reaction SMILES: [CH3:1][O:2][C:3]1[CH:8]=[CH:7][C:6]([C:9]([C:12]2[CH:17]=[CH:16][C:15]([O:18][CH3:19])=[CH:14][CH:13]=2)=[N:10]O)=[CH:5][CH:4]=1.C([O-])(=O)C.[NH4+].C(OCC)(=O)C>N.C(O)C.[Zn]>[CH3:19][O:18][C:15]1[CH:14]=[CH:13][C:12]([CH:9]([NH2:10])[C:6]2[CH:7]=[CH:8][C:3]([O:2][CH3:1])=[CH:4][CH:5]=2)=[CH:17][CH:16]=1 |f:1.2|. Procedure: Bis-(4-methoxy-phenyl)-methanone oxime (20 g, 77.82 mmol) is suspended in ammonia (450 mL) and ethanol (90 mL). Ammonium acetate (3.00 g, 38.91 mmol) is added followed by the portion-wise addition of zinc dust (25.29 g, 389.1 mmol). Once the addition is complete the reaction mixture is slowly heated to 50° C. When the effervescence has ceased the reaction mixture is refluxed for 4 hours. The reaction mixture is allowed to cool and ethyl acetate is added (250 mL). The reaction mixture is filtered... The reactants are CC(C)NCCS(=O)(=O)C1=CC=CC=C1 (1-methyl-N-[2-(phenysulfonyl)ethyl]ethanamine), [O-][Si](=O)[O-].[Mg+2] (Florisil), CN(CCN)CC1=CC=CC=C1 (N-methyl-N-(phenylmethyl)-1,2-ethanediamine), C(=O)(N1C=NC=C1)N1C=NC=C1 (1,1'-carbonyldiimidazole). Run in O1CCCC1 (tetrahydrofuran), C(Cl)(Cl)Cl (chloroform). Yields the product CC(C)N(C(=O)NCCN(CC1=CC=CC=C1)C)CCS(=O)(=O)C1=CC=CC=C1 (N-(1-Methylethyl)-N'-[2-[methyl(phenylmethyl)amino]ethyl]-N-[2-(phenylsulfonyl)ethyl]urea). Reaction SMILES: [CH3:1][N:2]([CH2:6][C:7]1[CH:12]=[CH:11][CH:10]=[CH:9][CH:8]=1)[CH2:3][CH2:4][NH2:5].[C:13](N1C=CN=C1)(N1C=CN=C1)=[O:14].[CH3:25][CH:26]([NH:28][CH2:29][CH2:30][S:31]([C:34]1[CH:39]=[CH:38][CH:37]=[CH:36][CH:35]=1)(=[O:33])=[O:32])[CH3:27].[O-][Si]([O-])=O.[Mg+2]>O1CCCC1.C(Cl)(Cl)Cl>[CH3:27][CH:26]([N:28]([CH2:29][CH2:30][S:31]([C:34]1[CH:35]=[CH:36][CH:37]=[CH:38][CH:39]=1)(=[O:32])=[O:33])[C:13]([NH:5][CH2:4][CH2:3][N:2]([CH3:1])[CH2:6][C:7]1[CH:12]=[CH:11][CH:10]=[CH:9][CH:8]=1)=[O:14])[CH3:25] |f:3.4|. Procedure: A solution of 17.90 g (0.045 mole) of N-methyl-N-(phenylmethyl)-1,2-ethanediamine and 1,1'-carbonyldiimidazole (0.05 mole) in 100 ml of tetrahydrofuran was stirred at room temperature for 1 hour. To the mixture was added 10.52 g, (0.04 mole) of 1-methyl-N-[2-(phenysulfonyl)ethyl]ethanamine and the resulting solution heated overnight at gentle reflux. The reaction mixture was stripped to dryness and partitioned between chloroform and water; removal of chloroform gave a dark brown oil. The oil was... The reactants are CC1=C(C(=O)O)C=C(C=N1)N (methyl 5-aminonicotinic acid), ClC1=NC=C(C=N1)C1=CC=C(C=C1)OC(F)F (2-chloro-5-(4-(difluoromethoxy)phenyl)pyrimidine), CC1(C2=C(C(=CC=C2)P(C3=CC=CC=C3)C4=CC=CC=C4)OC5=C(C=CC=C51)P(C6=CC=CC=C6)C7=CC=CC=C7)C (xanthphos), C(=O)([O-])[O-].[Cs+].[Cs+] (Cs2CO3). Reagents/catalysts: CC(=O)[O-].CC(=O)[O-].[Pd+2] (Pd(OAc)2). Solvent: O1CCOCC1 (1,4-dioxane). Run at temperature 100 celsius. Yields the product FC(OC1=CC=C(C=C1)C=1C=NC(=NC1)NC=1C=NC=C(C(=O)O)C1)F (5-(5-(4-(difluoromethoxy)phenyl)pyrimidin-2-ylamino)nicotinic acid). Reaction SMILES: C[C:2]1[N:10]=[CH:9][C:8]([NH2:11])=[CH:7][C:3]=1[C:4]([OH:6])=[O:5].Cl[C:13]1[N:18]=[CH:17][C:16]([C:19]2[CH:24]=[CH:23][C:22]([O:25][CH:26]([F:28])[F:27])=[CH:21][CH:20]=2)=[CH:15][N:14]=1.CC1(C)C2C(=C(P(C3C=CC=CC=3)C3C=CC=CC=3)C=CC=2)OC2C(P(C3C=CC=CC=3)C3C=CC=CC=3)=CC=CC1=2.C([O-])([O-])=O.[Cs+].[Cs+]>CC([O-])=O.CC([O-])=O.[Pd+2].O1CCOCC1>[F:28][CH:26]([F:27])[O:25][C:22]1[CH:21]=[CH:20][C:19]([C:16]2[CH:17]=[N:18][C:13]([NH:11][C:8]3[CH:9]=[N:10][CH:2]=[C:3]([CH:7]=3)[C:4]([OH:6])=[O:5])=[N:14][CH:15]=2)=[CH:24][CH:23]=1 |f:3.4.5,6.7.8|. Procedure details: A vial is charged with methyl 5-aminonicotinic acid 18 (1.45 mmol), 2-chloro-5-(4-(difluoromethoxy)phenyl)pyrimidine 17 (1.45 mmol), Pd(OAc)2 (0.22 mmol), xanthphos (0.22 mmol), Cs2CO3 (1.45 mmol) and anhydrous 1,4-dioxane (5 mL). The vial is evacuated and refilled with N2 twice and the mixture is heated in an oil bath at 100° C. for 3 h. The vial is cooled down to it and the reaction mixture is diluted with water (20 mL) and pH neutralized with 10% Na2CO3. The resulting suspension is extracted ...